The task is: describe an organic reaction: reactants, conditions, products, and yield. This data is from the Open Reaction Database (ORD), a public repository of structured organic reaction records. The reactants are CCCCN(C)C(=O)CCCCCCCNC(=O)OC(C)(C)C, Cl, C1COCCO1. Product: CCCCN(C)C(=O)CCCCCCCN. Reaction SMILES: [CH3:1][N:2]([C:3]([CH2:4][CH2:5][CH2:6][CH2:7][CH2:8][CH2:9][CH2:10][NH:11][C:12]([O:13][C:14]([CH3:15])([CH3:16])[CH3:17])=[O:18])=[O:19])[CH2:20][CH2:21][CH2:22][CH3:23].[ClH:24].[O:25]1[CH2:26][CH2:27][O:28][CH2:29][CH2:30]1>>[CH3:1][N:2]([C:3]([CH2:4][CH2:5][CH2:6][CH2:7][CH2:8][CH2:9][CH2:10][NH2:11])=[O:19])[CH2:20][CH2:21][CH2:22][CH3:23].